From a dataset of the Open Reaction Database (ORD), a public repository of structured organic reaction records. describe an organic reaction: reactants, conditions, products, and yield Reactants: FC=1C=CC(=C2CC[C@H](C12)OC1=CC2=C([C@@H](CO2)CC(=O)OC)C=C1)B1OC(C(O1)(C)C)(C)C (methyl 2-((S)-6-((R)-7-fluoro-4-(4,4,5,5-tetramethyl-1,3,2-dioxaborolan-2-yl)-2,3-dihydro-1H-inden-1-yloxy)-2,3-dihydrobenzofuran-3-yl)acetate), BrC1=C(C=C(C=C1C)CCC(C)(O)C)C (4-(4-bromo-3,5-dimethylphenyl)-2-methylbutan-2-ol), BrC1=C2CC[C@H](C2=C(C=C1)F)OC1=CC2=C([C@@H](CO2)CC(=O)OC)C=C1 (Methyl 2-((S)-6-((R)-4-bromo-7-fluoro-2,3-dihydro-1H-inden-1-yloxy)-2,3-dihydrobenzofuran-3-yl)acetate). Yields the product FC=1C=CC(=C2CC[C@H](C12)OC1=CC2=C([C@@H](CO2)CC(=O)OC)C=C1)C1=C(C=C(C=C1C)CCC(C)(C)O)C (Methyl 2-((S)-6-((R)-7-fluoro-4-(4-(3-hydroxy-3-methylbutyl)-2,6-dimethylphenyl)-2,3-dihydro-1H-inden-1-yloxy)-2,3-dihydrobenzofuran-3-yl)acetate). RXN SMILES: [F:1][C:2]1[CH:3]=[CH:4][C:5](B2OC(C)(C)C(C)(C)O2)=[C:6]2[C:10]=1[C@H:9]([O:11][C:12]1[CH:25]=[CH:24][C:15]3[C@H:16]([CH2:19][C:20]([O:22][CH3:23])=[O:21])[CH2:17][O:18][C:14]=3[CH:13]=1)[CH2:8][CH2:7]2.Br[C:36]1[C:41]([CH3:42])=[CH:40][C:39]([CH2:43][CH2:44][C:45]([CH3:48])([OH:47])[CH3:46])=[CH:38][C:37]=1[CH3:49].BrC1C=CC(F)=C2C=1CC[C@H]2OC1C=CC2[C@H](CC(OC)=O)COC=2C=1>>[F:1][C:2]1[CH:3]=[CH:4][C:5]([C:36]2[C:41]([CH3:42])=[CH:40][C:39]([CH2:43][CH2:44][C:45]([OH:47])([CH3:48])[CH3:46])=[CH:38][C:37]=2[CH3:49])=[C:6]2[C:10]=1[C@H:9]([O:11][C:12]1[CH:25]=[CH:24][C:15]3[C@H:16]([CH2:19][C:20]([O:22][CH3:23])=[O:21])[CH2:17][O:18][C:14]=3[CH:13]=1)[CH2:8][CH2:7]2. Procedure: The title compound is prepared from methyl 2-((S)-6-((R)-7-fluoro-4-(4,4,5,5-tetramethyl-1,3,2-dioxaborolan-2-yl)-2,3-dihydro-1H-inden-1-yloxy)-2,3-dihydrobenzofuran-3-yl)acetate and 4-(4-bromo-3,5-dimethylphenyl)-2-methylbutan-2-ol following a procedure analogous to that described in Step 5 of Intermediate 1. LC (method 8): tR=0.83 min; Mass spectrum (ESI+): m/z=533 [M+H]+. Starting materials: CC(C)=O, CCOC(C)=O, CC(=O)O, Cc1ccc(N)cc1, N#C[Na]. Product: Cc1ccc(NC(C)(C)C#N)cc1. Reaction SMILES: [CH3:12][C:13]([CH3:14])=[O:15].[CH3:16][CH2:17][O:18][C:19](=[O:20])[CH3:21].[CH3:22][C:23](=[O:24])[OH:25].[CH3:4][c:5]1[cH:6][cH:7][c:8]([NH2:9])[cH:10][cH:11]1.[Na:1][C:2]#[N:3]>>[C:2](#[N:3])[C:13]([NH:9][c:8]1[cH:7][cH:6][c:5]([CH3:4])[cH:11][cH:10]1)([CH3:12])[CH3:14]. Reactants: CC(CC)S(=O)(=O)N (2-butanesulfonamide), ClC1=CC=C(C=C1)N=C=O (4-chlorophenyl isocyanate), CO (methanol), C[O-].[Na+] (sodium methoxide). Run in O1CCCC1 (tetrahydrofuran). Product: ClC1=CC=C(C=C1)NC(=O)NS(=O)(=O)C(C)CC (N-(4-chlorophenyl)-N'-2-butanesulfonylurea). Yield: 18.6%. As a reaction SMILES: [CH3:1][CH:2]([S:5]([NH2:8])(=[O:7])=[O:6])[CH2:3][CH3:4].CO.C[O-].[Na+].[Cl:14][C:15]1[CH:20]=[CH:19][C:18]([N:21]=[C:22]=[O:23])=[CH:17][CH:16]=1>O1CCCC1>[Cl:14][C:15]1[CH:20]=[CH:19][C:18]([NH:21][C:22]([NH:8][S:5]([CH:2]([CH2:3][CH3:4])[CH3:1])(=[O:7])=[O:6])=[O:23])=[CH:17][CH:16]=1 |f:2.3|. Procedure: The method of Example 10 was followed with 2-butanesulfonamide (6.85 g), methanol (250 ml), sodium methoxide (2.7 g), tetrahydrofuran (250 ml) and 4-chlorophenyl isocyanate (7.7 g) with the resulting solid being recrystallized from ethyl acetate to give 2.7 g of white crystals with a melting point of 172°-174° C.